Dataset: the Open Reaction Database (ORD), a public repository of structured organic reaction records. Task: describe an organic reaction: reactants, conditions, products, and yield The reactants are CCCC[N+](CCCC)(CCCC)CCCC, Cc1ccccc1, FC(F)(F)c1ccc(CBr)cc1, [K+], Nc1c2c(nc3ccccc13)CCCC2=O, [OH-], O=S(=O)([O-])O. Yields the product O=C1CCCc2nc3ccccc3c(NCc3ccc(C(F)(F)F)cc3)c21. Reaction SMILES: [CH2:43]([N+:44]([CH2:45][CH2:46][CH2:47][CH3:48])([CH2:49][CH2:50][CH2:51][CH3:52])[CH2:53][CH2:54][CH2:55][CH3:56])[CH2:57][CH2:58][CH3:59].[CH3:31][c:32]1[cH:33][cH:34][cH:35][cH:36][cH:37]1.[F:19][C:20]([c:21]1[cH:22][cH:23][c:24]([CH2:25][Br:26])[cH:27][cH:28]1)([F:29])[F:30].[K+:2].[NH2:3][c:4]1[c:5]2[cH:6][cH:7][cH:8][cH:9][c:10]2[n:11][c:12]2[c:17]1[C:16](=[O:18])[CH2:15][CH2:14][CH2:13]2.[OH-:1].[S:38]([O-:39])([OH:40])(=[O:41])=[O:42]>>[NH:3]([c:4]1[c:5]2[cH:6][cH:7][cH:8][cH:9][c:10]2[n:11][c:12]2[c:17]1[C:16](=[O:18])[CH2:15][CH2:14][CH2:13]2)[CH2:25][c:24]1[cH:23][cH:22][c:21]([C:20]([F:19])([F:29])[F:30])[cH:28][cH:27]1. Reactants: ice water, OC1=NC=CC=C1 (2-hydroxypyridine), [OH-].[Na+] (sodium hydroxide), ClC1=C(C(=NN1C)C)C=O (5-chloro-1,3-dimethyl-4-formylpyrazole). The solvent is CN(C=O)C (N,N-dimethylformamide), CN(C=O)C (N,N-dimethylformamide). Conditions: temperature 100 celsius, time 4 hour. Yields the product CN1N=C(C(=C1OC1=NC=CC=C1)C=O)C (1,3-dimethyl-5-(2-pyridyloxy)-4-formylpyrazole). Yield: 7.9%. Reaction SMILES: [OH:1][C:2]1[CH:7]=[CH:6][CH:5]=[CH:4][N:3]=1.[OH-].[Na+].Cl[C:11]1[N:15]([CH3:16])[N:14]=[C:13]([CH3:17])[C:12]=1[CH:18]=[O:19]>CN(C)C=O>[CH3:16][N:15]1[C:11]([O:1][C:2]2[CH:7]=[CH:6][CH:5]=[CH:4][N:3]=2)=[C:12]([CH:18]=[O:19])[C:13]([CH3:17])=[N:14]1 |f:1.2|. Procedure: Under a nitrogen gas atmosphere, 3.0 g (0.032 mole) of 2-hydroxypyridine was added at 25° C. to 30 ml of a N,N-dimethylformamide solution containing 1.92 g (0.048 mole) of sodium hydroxide. Then, 5.1 g (0.032 mole) of 5-chloro-1,3-dimethyl-4-formylpyrazole in 20 ml of N,N-dimethylformamide was added to the mixture solution at 25° C. The reaction mixture was heated to 100° C. and stirred at 100° C. for 4 hours. The reaction mixture was then poured into 300 ml of ice water and extracted with two 1...